Dataset: the Open Reaction Database (ORD), a public repository of structured organic reaction records. Task: describe an organic reaction: reactants, conditions, products, and yield Starting materials: NC1(CCC1)C1=CC=C(C=C1)C1=C(OC2=CC=C(C=C2C1=O)F)C1=CC=CC=C1 (3-[4-(1-amino-cyclobutyl)-phenyl]-6-fluoro-2-phenyl-chromen-4-one), C(C)(C)(C)OC(NC1(CCC1)C1=CC=C(C=C1)C=1C(C2=CC=C3C(=C2OC1C1=CC=CC=C1)N(N=C3)S(N(C)C)(=O)=O)=O)=O ({1-[4-(1-dimethylsulfamoyl-6-oxo-8-phenyl-1,6-dihydro-9-oxa-1,2-diaza-cyclopenta[a]naphthalen-7-yl)-phenyl]-cyclobutyl}-carbamic acid tert-butyl ester). The product is NC1(CCC1)C1=CC=C(C=C1)C=1C(C2=CC=C3C(=C2OC1C1=CC=CC=C1)NN=C3)=O (7-[4-(1-Amino-cyclobutyl)-phenyl]-8-phenyl-1H-9-oxa-1,2-diaza-cyclopenta[a]naphthalen-6-one). The yield is 71.0%. RXN SMILES: NC1(C2C=CC(C3C(=O)C4C(=CC=C(F)C=4)OC=3C3C=CC=CC=3)=CC=2)CCC1.C(OC(=O)[NH:36][C:37]1([C:41]2[CH:46]=[CH:45][C:44]([C:47]3[C:48](=[O:72])[C:49]4[C:54]([O:55][C:56]=3[C:57]3[CH:62]=[CH:61][CH:60]=[CH:59][CH:58]=3)=[C:53]3[N:63](S(=O)(=O)N(C)C)[N:64]=[CH:65][C:52]3=[CH:51][CH:50]=4)=[CH:43][CH:42]=2)[CH2:40][CH2:39][CH2:38]1)(C)(C)C>>[NH2:36][C:37]1([C:41]2[CH:42]=[CH:43][C:44]([C:47]3[C:48](=[O:72])[C:49]4[C:54]([O:55][C:56]=3[C:57]3[CH:62]=[CH:61][CH:60]=[CH:59][CH:58]=3)=[C:53]3[NH:63][N:64]=[CH:65][C:52]3=[CH:51][CH:50]=4)=[CH:45][CH:46]=2)[CH2:40][CH2:39][CH2:38]1. Procedure: Following the procedure used to prepare 3-[4-(1-amino-cyclobutyl)-phenyl]-6-fluoro-2-phenyl-chromen-4-one, {1-[4-(1-dimethylsulfamoyl-6-oxo-8-phenyl-1,6-dihydro-9-oxa-1,2-diaza-cyclopenta[a]naphthalen-7-yl)-phenyl]-cyclobutyl}-carbamic acid tert-butyl ester was reacted to give the title compound as a white solid (31 mg, 71%). 1H NMR (400 MHz, DMSO-d6): δ 14.26 (bs, 1H), 8.32 (s, 1H), 7.77 (d, J=8.5 Hz, 1H), 7.68 (d, J=8.5 Hz, 1H), 7.53-7.49 (m, 2H), 7.41-7.30 (m, 5H), 7.14 (d, J=8.5 Hz, 2H), 3.2...